Dataset: the Open Reaction Database (ORD), a public repository of structured organic reaction records. Task: describe an organic reaction: reactants, conditions, products, and yield The reactants are C(C)(C)(C)O[C@H](C(=O)OCC)C=1C(=NC=2N(C1C=1C(=C3CCCOC3=C(C1)F)C)N=C(C2)C(NCC2=CC=C(C=C2)F)=O)C ((2S)-ethyl 2-(tert-butoxy)-2-(7-(8-fluoro-5-methylchroman-6-yl)-2-((4-fluorobenzyl)carbamoyl)-5-methylpyrazolo[1,5-a]pyrimidin-6-yl)acetate), [OH-].[Na+] (NaOH). Solvent: CO (MeOH). Product: C(C)(C)(C)O[C@H](C(=O)O)C=1C(=NC=2N(C1C=1C(=C3CCCOC3=C(C1)F)C)N=C(C2)C(NCC2=CC=C(C=C2)F)=O)C ((2S)-2-(tert-butoxy)-2-(7-(8-fluoro-5-methylchroman-6-yl)-2-((4-fluorobenzyl)carbamoyl)-5-methylpyrazolo[1,5-a]pyrimidin-6-yl)acetic acid). Isolated yield 65.0%. As a reaction SMILES: [C:1]([O:5][C@@H:6]([C:12]1[C:13]([CH3:44])=[N:14][C:15]2[N:16]([N:30]=[C:31]([C:33](=[O:43])[NH:34][CH2:35][C:36]3[CH:41]=[CH:40][C:39]([F:42])=[CH:38][CH:37]=3)[CH:32]=2)[C:17]=1[C:18]1[C:19]([CH3:29])=[C:20]2[C:25](=[C:26]([F:28])[CH:27]=1)[O:24][CH2:23][CH2:22][CH2:21]2)[C:7]([O:9]CC)=[O:8])([CH3:4])([CH3:3])[CH3:2].[OH-].[Na+]>CO>[C:1]([O:5][C@@H:6]([C:12]1[C:13]([CH3:44])=[N:14][C:15]2[N:16]([N:30]=[C:31]([C:33](=[O:43])[NH:34][CH2:35][C:36]3[CH:37]=[CH:38][C:39]([F:42])=[CH:40][CH:41]=3)[CH:32]=2)[C:17]=1[C:18]1[C:19]([CH3:29])=[C:20]2[C:25](=[C:26]([F:28])[CH:27]=1)[O:24][CH2:23][CH2:22][CH2:21]2)[C:7]([OH:9])=[O:8])([CH3:4])([CH3:3])[CH3:2] |f:1.2|. Procedure details: A solution of (2S)-ethyl 2-(tert-butoxy)-2-(7-(8-fluoro-5-methylchroman-6-yl)-2-((4-fluorobenzyl)carbamoyl)-5-methylpyrazolo[1,5-a]pyrimidin-6-yl)acetate (12 mg, 0.020 mmol) and 1M NaOH (0.079 mL, 0.079 mmol) in MeOH (1 mL) was heated at 60° C. for 16 h. Then, the reaction mixture was cooled and purified by prep HPLC to afford (2S)-2-(tert-butoxy)-2-(7-(8-fluoro-5-methylchroman-6-yl)-2-((4-fluorobenzyl)carbamoyl)-5-methylpyrazolo[1,5-a]pyrimidin-6-yl)acetic acid (8 mg, 0.013 mmol, 66.4% yield) a...